The task is: describe an organic reaction: reactants, conditions, products, and yield. This data is from the Open Reaction Database (ORD), a public repository of structured organic reaction records. The reactants are CC(=O)N1CCCN(C)c2ncccc21, Cl, [Na+], [OH-]. The product is CN1CCCNc2cccnc21. Reaction SMILES: [C:1](=[O:2])([CH3:3])[N:4]1[c:5]2[c:6]([n:12][cH:13][cH:14][cH:15]2)[N:7]([CH3:11])[CH2:8][CH2:9][CH2:10]1.[ClH:18].[Na+:17].[OH-:16]>>[NH:4]1[c:5]2[c:6]([n:12][cH:13][cH:14][cH:15]2)[N:7]([CH3:11])[CH2:8][CH2:9][CH2:10]1. Starting materials: NC1CCN(CC1)C(C)=O (1-(4-aminopiperidin-1-yl)ethanone), C1(=CC=CC=C1)S(=O)(=O)N1C=C(C=2C1=NC=CC2)C2=NC(=NC=C2)Cl (1-benzenesulfonyl-3-(2-chloro-pyrimidin-4-yl)-1H-pyrrolo[2,3-b]pyridine). The product is N1C=C(C=2C1=NC=CC2)C2=NC(=NC=C2)NC2CCN(CC2)C(C)=O (1-{4-[4-(1H-pyrrolo[2,3-b]pyridin-3-yl)pyrimidin-2-ylamino]piperidin-1-yl}ethanone). Isolated yield 12.1%. As a reaction SMILES: [NH2:1][CH:2]1[CH2:7][CH2:6][N:5]([C:8](=[O:10])[CH3:9])[CH2:4][CH2:3]1.C1(S([N:20]2[C:24]3=[N:25][CH:26]=[CH:27][CH:28]=[C:23]3[C:22]([C:29]3[CH:34]=[CH:33][N:32]=[C:31](Cl)[N:30]=3)=[CH:21]2)(=O)=O)C=CC=CC=1>>[NH:20]1[C:24]2=[N:25][CH:26]=[CH:27][CH:28]=[C:23]2[C:22]([C:29]2[CH:34]=[CH:33][N:32]=[C:31]([NH:1][CH:2]3[CH2:7][CH2:6][N:5]([C:8](=[O:10])[CH3:9])[CH2:4][CH2:3]3)[N:30]=2)=[CH:21]1. Reported procedure: Using the procedure of example 1, 1-(4-aminopiperidin-1-yl)ethanone (350 mg) was reacted with compound 1f (300 mg) to provide compound 64 (33 mg, 12%). 1H NMR (300 MHz, CDCl3) δ 11.45 (s, 1 H), 8.75 (d, 1 H), 8.40 (d, 1 H), 8.20 (d, 1 H), 8.12 (s, 1 H), 8.00 (s, 1 H), 7.20 (m, 1H), 6.90 (d, 1 H), 5.40 (m, 1 H) (rotamer), 4.55 (m, 1 H), 4.20-3.70 (m, 2 H), 3.40-2.70 (m, 2 H), 2.20 (m, 2 H), 2.15 (s, 3 H), 1.50 (m, 2H). MS (ESI) m/z: 337 (M+H)+. The reactants are C(C1=CC=CC=C1)N1CC(CC1)=O (1-Benzyl-3-pyrrolidone), C[Mg]I (methylmagnesium iodide). The product is C(C1=CC=CC=C1)N1CC(CC1)(C)O (1-benzyl-3-hydroxy-3-methylpyrrolidine). RXN SMILES: [CH2:1]([N:8]1[CH2:12][CH2:11][C:10](=[O:13])[CH2:9]1)[C:2]1[CH:7]=[CH:6][CH:5]=[CH:4][CH:3]=1.[CH3:14][Mg]I>>[CH2:1]([N:8]1[CH2:12][CH2:11][C:10]([OH:13])([CH3:14])[CH2:9]1)[C:2]1[CH:3]=[CH:4][CH:5]=[CH:6][CH:7]=1. Reported procedure: 1-Benzyl-3-pyrrolidone [J. Org. Chem., 30., 740 (1965)] was allowed to react with methylmagnesium iodide to give 1-benzyl-3-hydroxy-3-methylpyrrolidine as an oil, b.p. 106° C./0.5 mmHg. This compound was treated with a mixture of acetonitrile and concentrated sulfuric acid under ice cooling to give 3-acetylamino-1-benzyl-3-methylpyrrolidine, m.p. 105°-106° C. This compound was hydrogenated catalytically in the presence of 5% palladium-carbon to give 3-acetylamino-3-methylpyrrolidine as an oil. The reactants are CN1CCC(CC1)=O (1-Methyl-4-piperidone), FC1=CC=C(CN)C=C1 (4-fluorobenzylamine). The product is FC1=CC=C(CNC2CCN(CC2)C)C=C1 (4-(4-Fluorobenzylamino)-1-methylpiperidine). As a reaction SMILES: [CH3:1][N:2]1[CH2:7][CH2:6][C:5](=O)[CH2:4][CH2:3]1.[F:9][C:10]1[CH:17]=[CH:16][C:13]([CH2:14][NH2:15])=[CH:12][CH:11]=1>>[F:9][C:10]1[CH:17]=[CH:16][C:13]([CH2:14][NH:15][CH:5]2[CH2:6][CH2:7][N:2]([CH3:1])[CH2:3][CH2:4]2)=[CH:12][CH:11]=1. Procedure: Starting materials: 1-Methyl-4-piperidone (1.13 g, 10.0 mmol, 1.0 eq.), 4-fluorobenzylamine (1.25 g, 1.0 eq.). Starting materials: FC1=CC=C(CN)C=C1 (4-Fluorobenzylamine), C(C)OC(CBr)=O (Bromo-acetic acid ethyl ester). Solvent: C1CCOC1 (THF), C1CCOC1 (THF). Run at temperature 0 celsius, time 2 hour. Product: C(C)OC(CNCC1=CC=C(C=C1)F)=O ((4-Fluorobenzylamino)-acetic acid ethyl ester). The yield is 98.0%. Reaction SMILES: [F:1][C:2]1[CH:9]=[CH:8][C:5]([CH2:6][NH2:7])=[CH:4][CH:3]=1.[CH2:10]([O:12][C:13](=[O:16])[CH2:14]Br)[CH3:11]>C1COCC1>[CH2:10]([O:12][C:13](=[O:16])[CH2:14][NH:7][CH2:6][C:5]1[CH:8]=[CH:9][C:2]([F:1])=[CH:3][CH:4]=1)[CH3:11]. Procedure: 4-Fluorobenzylamine (13.86 g, 110 mmol) was dissolved in 25 ml THF and the solution was cooled to 0° C. Bromo-acetic acid ethyl ester (8.35 g, 50 mmol) dissolved in 25 ml THF was added dropwise at 0° C. After stirring for 2 hours at room temperature the solid was filtered off and the fitrate was evaporated. The title compound was purified by chromatography (SiO2, c-hexane/ethyl acetate, 2/1) and was isolated as yellow oil (10.35 g, 98%).